This data is from the Open Reaction Database (ORD), a public repository of structured organic reaction records. The task is: describe an organic reaction: reactants, conditions, products, and yield Reactants: FC1=CC=C(CN2N=CN(C2=O)C=2SC(=C(N2)C)C(=O)O)C=C1 (2-(1-(4-fluorobenzyl)-5-oxo-1H-1,2,4-triazol-4(5H)-yl)-4-methyl-thiazole-5-carboxylic acid), CC=1N=C(SC1C(=O)O)N1C(N([C@@H](C1)C)CC1=CC=C(C=C1)C(F)(F)F)=O ((R)-4-methyl-2-(4-methyl-2-oxo-3-(4-(trifluoromethyl)-benzyl)imidazolidin-1-yl)thiazole-5-carboxylic acid). Yields the product CC=1N=C(SC1C(=O)N)N1C(N([C@@H](C1)C)CC1=CC=C(C=C1)C(F)(F)F)=O ((R)-4-methyl-2-(4-methyl-2-oxo-3-(4-(trifluoromethyl)benzyl)imidazolidin-1-yl)thiazole-5-carboxamide). RXN SMILES: FC1C=CC(C[N:7]2C(=O)N(C3SC(C(O)=O)=C(C)N=3)C=N2)=CC=1.[CH3:24][C:25]1[N:26]=[C:27]([N:33]2[CH2:37][C@@H:36]([CH3:38])[N:35]([CH2:39][C:40]3[CH:45]=[CH:44][C:43]([C:46]([F:49])([F:48])[F:47])=[CH:42][CH:41]=3)[C:34]2=[O:50])[S:28][C:29]=1[C:30]([OH:32])=O>>[CH3:24][C:25]1[N:26]=[C:27]([N:33]2[CH2:37][C@@H:36]([CH3:38])[N:35]([CH2:39][C:40]3[CH:41]=[CH:42][C:43]([C:46]([F:48])([F:49])[F:47])=[CH:44][CH:45]=3)[C:34]2=[O:50])[S:28][C:29]=1[C:30]([NH2:7])=[O:32]. Procedure: Following the procedure as described in Example 1, making variations as required to replace 2-(1-(4-fluorobenzyl)-5-oxo-1H-1,2,4-triazol-4(5H)-yl)-4-methyl-thiazole-5-carboxylic acid with (R)-4-methyl-2-(4-methyl-2-oxo-3-(4-(trifluoromethyl)-benzyl)imidazolidin-1-yl)thiazole-5-carboxylic acid, the title compound was obtained as a colorless solid: mp 110-112° C.; 1H NMR (300 MHz, DMSO-d6) δ 7.73 (d, J=8.2 Hz, 2H), 7.56 (d, J=8.2 Hz, 2H), 7.32 (br, 2H), 4.66 (d, J=16.0 Hz, 1H), 4.45 (d, J=16.0 Hz,... The reactants are CC(CCCS(=O)(=O)NC(C)(C)C)OC(=O)c1ccccc1, O=C(O)C(F)(F)F. Yields the product CC(CCCS(N)(=O)=O)OC(=O)c1ccccc1. RXN SMILES: [C:1]([CH3:2])([CH3:3])([CH3:4])[NH:5][S:6](=[O:7])(=[O:8])[CH2:9][CH2:10][CH2:11][CH:12]([CH3:13])[O:14][C:15]([c:16]1[cH:17][cH:18][cH:19][cH:20][cH:21]1)=[O:22].[OH:23][C:24]([C:25]([F:26])([F:27])[F:28])=[O:29]>>[NH2:5][S:6](=[O:7])(=[O:8])[CH2:9][CH2:10][CH2:11][CH:12]([CH3:13])[O:14][C:15]([c:16]1[cH:17][cH:18][cH:19][cH:20][cH:21]1)=[O:22]. Reactants: ClC=1C=C(CN2C(C(C3=CC(=CC=C23)F)(C#N)C(C(=O)OCC)C#N)=O)C=CC1Cl (ethyl 2-[1-(3,4-dichlorobenzyl)-3-cyano-5-fluoro-2-oxo-3-indolinyl]-2-cyanoacetate), Br (hydrogen bromide), C(C)(=O)O (acetic acid). Yields the product ClC=1C=C(CN2C(C3(C4=CC(=CC=C24)F)C(NC(C3)=O)=O)=O)C=CC1Cl (1'-(3,4-dichlorobenzyl)-5'-fluoro-spiro[pyrrolidine-3,3'-indoline]-2,2',5-trione). RXN SMILES: [Cl:1][C:2]1[CH:3]=[C:4]([CH:27]=[CH:28][C:29]=1[Cl:30])[CH2:5][N:6]1[C:14]2[C:9](=[CH:10][C:11]([F:15])=[CH:12][CH:13]=2)[C:8]([CH:18](C#N)[C:19]([O:21]CC)=O)([C:16]#[N:17])[C:7]1=[O:26].Br.C(O)(=[O:34])C>>[Cl:1][C:2]1[CH:3]=[C:4]([CH:27]=[CH:28][C:29]=1[Cl:30])[CH2:5][N:6]1[C:14]2[C:9](=[CH:10][C:11]([F:15])=[CH:12][CH:13]=2)[C:8]2([CH2:18][C:19](=[O:21])[NH:17][C:16]2=[O:34])[C:7]1=[O:26]. Reported procedure: A solution of ethyl 2-[1-(3,4-dichlorobenzyl)-3-cyano-5-fluoro-2-oxo-3-indolinyl]-2-cyanoacetate (E) (2.0 g.) in 48% w/v hydrogen bromide in acetic acid (25 ml.) was heated under reflux for 3 hours. The solution was evaporated to half volume and poured into water (20 ml.). The mixture was extracted with ethyl acetate (2×50 ml.). The combined extracts were washed with water (2×50 ml.), brine (50 ml.), dried (MgSO4) and evaporated. The residual solid was recrystallised from 2-propanol/petrol 60-80... The product is ClC1=CC=C(OCOCC2=CC=C(C=C2)OCCF)C=C1 (4-(2-fluoroethoxy)benzyl 4-chlorophenoxymethyl ether). The reagents and catalysts are [Br-].C(C)[N+](CC1=CC=CC=C1)(CC)CC (triethylbenzylammonium bromide). Yield: 67.2%. Reported procedure: A mixture composed of 1.0 g of 4-chlorophenoxychloromethane, 1.0 g of 4-(2-fluoroethoxy)benzyl alcohol, 0.3 g of triethylbenzylammonium bromide and 20 g of a 50% aqueous solution of sodium hydroxide was stirred at 50° C. for 1.5 hours. The reaction mixture was cooled to room temperature, and poured into water. Toluene was added, and the mixture was fully stirred. The toluene layer was separated, washed with water, and dried over anhydrous sodium sulfate. Toluene was evaporated. The resulting cru... Run in C1(=CC=CC=C1)C (Toluene). The reactants are O (water), ClC1=CC=C(OCCl)C=C1 (4-chlorophenoxychloromethane), [OH-].[Na+] (sodium hydroxide), FCCOC1=CC=C(CO)C=C1 (4-(2-fluoroethoxy)benzyl alcohol), aqueous solution. As a reaction SMILES: [Cl:1][C:2]1[CH:10]=[CH:9][C:5]([O:6][CH2:7]Cl)=[CH:4][CH:3]=1.[F:11][CH2:12][CH2:13][O:14][C:15]1[CH:22]=[CH:21][C:18]([CH2:19][OH:20])=[CH:17][CH:16]=1.[OH-].[Na+].O>[Br-].C([N+](CC)(CC)CC1C=CC=CC=1)C.C1(C)C=CC=CC=1>[Cl:1][C:2]1[CH:10]=[CH:9][C:5]([O:6][CH2:7][O:20][CH2:19][C:18]2[CH:17]=[CH:16][C:15]([O:14][CH2:13][CH2:12][F:11])=[CH:22][CH:21]=2)=[CH:4][CH:3]=1 |f:2.3,5.6|. Conditions: temperature 50 celsius, time 1.5 hour. The reactants are BrBr, CC(=O)O, CC(=O)[O-], Cc1ccsc1-c1nc(-c2c(F)cccc2Cl)nn1C, N#N, [Na+], [Zn], c1c[nH]nn1. Yields the product Cc1c(Br)csc1-c1nc(-c2c(F)cccc2Cl)nn1C. Reaction SMILES: [Br:31][Br:32].[C:35]([OH:36])(=[O:37])[CH3:38].[CH3:27][C:28](=[O:29])[O-:30].[Cl:1][c:2]1[c:3](-[c:9]2[n:10][n:11]([CH3:20])[c:12](-[c:14]3[s:15][cH:16][cH:17][c:18]3[CH3:19])[n:13]2)[c:4]([F:8])[cH:5][cH:6][cH:7]1.[N:33]#[N:34].[Na+:26].[Zn:39].[nH:21]1[cH:22][cH:23][n:24][n:25]1>>[Cl:1][c:2]1[c:3](-[c:9]2[n:10][n:11]([CH3:20])[c:12](-[c:14]3[s:15][cH:16][c:17]([Br:31])[c:18]3[CH3:19])[n:13]2)[c:4]([F:8])[cH:5][cH:6][cH:7]1. The reactants are C([O-])([O-])=O.[Cs+].[Cs+] (cesium carbonate), C1(=CC=CC=C1)P(C1=CC=CC=2C(C3=CC=CC(=C3OC12)P(C1=CC=CC=C1)C1=CC=CC=C1)(C)C)C1=CC=CC=C1 (4,5-bis(diphenylphosphino)-9,9-dimethylxanthene), [Si](C)(C)(C(C)(C)C)O[C@H]1C(C(N[C@H]1C)=O)(C)C ((4S,5S)-4-(tert-butyldimethylsilyloxy)-3,3,5-trimethylpyrrolidin-2-one), IC1=CC(=C(C#N)C=C1)C(F)(F)F (4-iodo-2-(trifluoromethyl)benzonitrile). The reagents and catalysts are C=1C=CC(=CC1)/C=C/C(=O)/C=C/C2=CC=CC=C2.C=1C=CC(=CC1)/C=C/C(=O)/C=C/C2=CC=CC=C2.C=1C=CC(=CC1)/C=C/C(=O)/C=C/C2=CC=CC=C2.[Pd].[Pd] (tris(dibenzylideneacetone)dipalladium(0)). Product: [Si](C)(C)(C(C)(C)C)O[C@H]1C(C(N([C@H]1C)C1=CC(=C(C#N)C=C1)C(F)(F)F)=O)(C)C (4-((4S,5S)-4-(tert-butyldimethylsilyloxy)-3,3,5-trimethyl-2-oxopyrrolidin-1-yl)-2-(trifluoromethyl)benzonitrile), solid. Isolated yield 87.0%. RXN SMILES: [Si:1]([O:8][C@@H:9]1[C@H:13]([CH3:14])[NH:12][C:11](=[O:15])[C:10]1([CH3:17])[CH3:16])([C:4]([CH3:7])([CH3:6])[CH3:5])([CH3:3])[CH3:2].I[C:19]1[CH:26]=[CH:25][C:22]([C:23]#[N:24])=[C:21]([C:27]([F:30])([F:29])[F:28])[CH:20]=1.C(=O)([O-])[O-].[Cs+].[Cs+].C1(P(C2C=CC=CC=2)C2C3OC4C(=CC=CC=4P(C4C=CC=CC=4)C4C=CC=CC=4)C(C)(C)C=3C=CC=2)C=CC=CC=1>C1C=CC(/C=C/C(/C=C/C2C=CC=CC=2)=O)=CC=1.C1C=CC(/C=C/C(/C=C/C2C=CC=CC=2)=O)=CC=1.C1C=CC(/C=C/C(/C=C/C2C=CC=CC=2)=O)=CC=1.[Pd].[Pd]>[Si:1]([O:8][C@@H:9]1[C@H:13]([CH3:14])[N:12]([C:19]2[CH:26]=[CH:25][C:22]([C:23]#[N:24])=[C:21]([C:27]([F:28])([F:30])[F:29])[CH:20]=2)[C:11](=[O:15])[C:10]1([CH3:16])[CH3:17])([C:4]([CH3:7])([CH3:6])[CH3:5])([CH3:3])[CH3:2] |f:2.3.4,6.7.8.9.10|. Procedure: Using (4S,5S)-4-(tert-butyldimethylsilyloxy)-3,3,5-trimethylpyrrolidin-2-one (161.8 mg), 4-iodo-2-(trifluoromethyl)benzonitrile (205 mg), cesium carbonate (307 mg), tris(dibenzylideneacetone)dipalladium(0) (30 mg) and 4,5-bis(diphenylphosphino)-9,9-dimethylxanthene (73 mg), and in the same manner as in Reference Example 3, the title compound was obtained as a colorless solid (yield: 232.2 mg, yield: 87%). Reactants: COc1cc(Nc2cc3c(-c4ccc(F)cc4)c(OC4CCN(C(=O)OC(C)(C)C)CC4)ccc3cn2)cc(OC)c1OC, CCO, Cl. Product: COc1cc(Nc2cc3c(-c4ccc(F)cc4)c(OC4CCNCC4)ccc3cn2)cc(OC)c1OC. As a reaction SMILES: [C:1]([O:2][C:3](=[O:4])[N:8]1[CH2:9][CH2:10][CH:11]([O:14][c:15]2[c:16](-[c:38]3[cH:39][cH:40][c:41]([F:44])[cH:42][cH:43]3)[c:17]3[cH:18][c:19]([NH:25][c:26]4[cH:27][c:28]([O:36][CH3:37])[c:29]([O:34][CH3:35])[c:30]([O:32][CH3:33])[cH:31]4)[n:20][cH:21][c:22]3[cH:23][cH:24]2)[CH2:12][CH2:13]1)([CH3:5])([CH3:6])[CH3:7].[CH3:45][CH2:46][OH:47].[ClH:48]>>[NH:8]1[CH2:9][CH2:10][CH:11]([O:14][c:15]2[c:16](-[c:38]3[cH:39][cH:40][c:41]([F:44])[cH:42][cH:43]3)[c:17]3[cH:18][c:19]([NH:25][c:26]4[cH:27][c:28]([O:36][CH3:37])[c:29]([O:34][CH3:35])[c:30]([O:32][CH3:33])[cH:31]4)[n:20][cH:21][c:22]3[cH:23][cH:24]2)[CH2:12][CH2:13]1.